This data is from the Open Reaction Database (ORD), a public repository of structured organic reaction records. The task is: describe an organic reaction: reactants, conditions, products, and yield Reactants: COC=1C=C(C=CC1)CCC1=C(C=CC=C1)O (2-[2-(3-methoxyphenyl)ethyl]phenol), N(=NC(=O)OCC)C(=O)OCC (diethyl azodicarboxylate), C(C)(C)(C)OC(=O)N1C(CCCC1)CCO (1-t-butoxycarbonyl-2-(2-hydroxyethyl)piperidine), C1(=CC=CC=C1)P(C1=CC=CC=C1)C1=CC=CC=C1 (triphenylphosphine). Run in C(Cl)Cl (methylene chloride). The product is C(C)(C)(C)OC(=O)N1C(CCCC1)CCOC1=C(C=CC=C1)CCC1=CC(=CC=C1)OC (1-t-Butoxycarbonyl-2-(2-{2-[2-(3-methoxyphenyl)ethyl]phenoxy}ethyl)piperidine). The yield is 32.7%. RXN SMILES: [CH3:1][O:2][C:3]1[CH:4]=[C:5]([CH2:9][CH2:10][C:11]2[CH:16]=[CH:15][CH:14]=[CH:13][C:12]=2[OH:17])[CH:6]=[CH:7][CH:8]=1.[C:18]([O:22][C:23]([N:25]1[CH2:30][CH2:29][CH2:28][CH2:27][CH:26]1[CH2:31][CH2:32]O)=[O:24])([CH3:21])([CH3:20])[CH3:19].C1(P(C2C=CC=CC=2)C2C=CC=CC=2)C=CC=CC=1.N(C(OCC)=O)=NC(OCC)=O>C(Cl)Cl>[C:18]([O:22][C:23]([N:25]1[CH2:30][CH2:29][CH2:28][CH2:27][CH:26]1[CH2:31][CH2:32][O:17][C:12]1[CH:13]=[CH:14][CH:15]=[CH:16][C:11]=1[CH2:10][CH2:9][C:5]1[CH:6]=[CH:7][CH:8]=[C:3]([O:2][CH3:1])[CH:4]=1)=[O:24])([CH3:21])([CH3:20])[CH3:19]. Procedure: Following a procedure similar to that described in Example 36(a), 1.00 g of 2-[2-(3-methoxyphenyl)ethyl]phenol (prepared as described in Preparation 20), 1.51 g of 1-t-butoxycarbonyl-2-(2-hydroxyethyl)piperidine, 1.72 g of triphenylphosphine and 1.14 g of diethyl azodicarboxylate were reacted in 20 ml of methylene chloride. The mixture was then worked up as described in Example 36(a), and the crude product thus obtained was purified by column chromatography through silica gel, using a 4:1 by vol...